From a dataset of the Open Reaction Database (ORD), a public repository of structured organic reaction records. describe an organic reaction: reactants, conditions, products, and yield The reactants are N(=NC(=O)[O-])C(=O)OCC (ethyl azodicarboxylate), (4RS, 5RS)-2,4-diphenyl-5,6-dihydro, S1CN=CC(=C1)O (1,3-thiazin-5-ol), OC(C(C1=CC=CC=C1)NC(C1=CC=CC=C1)=S)CO (N-[(1RS, 2RS)-2,3-dihydroxy-1-phenylpropyl]thiobenzamide), C1(=CC=CC=C1)P(C1=CC=CC=C1)C1=CC=CC=C1 (triphenylphosphine). Solvent: O1CCCC1 (tetrahydrofuran), O1CCCC1 (tetrahydrofuran). Conditions: temperature 20 celsius, time 16 hour. Yields the product C1(=CC=CC=C1)C=1SCC(C(N1)C1=CC=CC=C1)O ((4RS, 5RS)-2,4-diphenyl-5,6-dihydro-4H-1,3-thiazin-5-ol). The yield is 54.0%. RXN SMILES: S1C=C(O)C=NC1.N(C(OCC)=O)=NC([O-])=O.[OH:18][CH:19]([CH2:36]O)[CH:20]([NH:27][C:28](=[S:35])[C:29]1[CH:34]=[CH:33][CH:32]=[CH:31][CH:30]=1)[C:21]1[CH:26]=[CH:25][CH:24]=[CH:23][CH:22]=1.C1(P(C2C=CC=CC=2)C2C=CC=CC=2)C=CC=CC=1>O1CCCC1>[C:29]1([C:28]2[S:35][CH2:36][CH:19]([OH:18])[CH:20]([C:21]3[CH:26]=[CH:25][CH:24]=[CH:23][CH:22]=3)[N:27]=2)[CH:34]=[CH:33][CH:32]=[CH:31][CH:30]=1. Procedure: (4RS, 5RS)-2,4-diphenyl-5,6-dihydro-4H, 1,3-thiazin-5-ol may be prepared in the following manner: a solution of ethyl azodicarboxylate (1.1 g) dissolved in anhydrous tetrahydrofuran (5 cc) is added dropwise at a temperature in the region of 0° C. to a solution, maintained under an argon atmosphere, of N-[(1RS, 2RS)-2,3-dihydroxy-1-phenylpropyl]thiobenzamide (1.7 g) and triphenylphosphine (1.57 g) in anhydrous tetrahydrofuran (17 cc). The solution obtained is stirred at a temperature in the regio... Starting materials: O(C)C(=O)C1=C(NC(N(C1C1=CC(=C(C=C1)F)F)C(=O)NCCCC(=O)NC=1C=C(C=CC1)C1CCN(CC1)C(=O)OC(C)(C)C)=O)C (tert-butyl 4-{3-[(4-{[(5-Methoxylcarbonyl-6-(3,4-difluorophenyl)-4-methyl-2-oxo-3,6-dihydro-1(2H)-pyrimidinyl)carbonyl]amino}butanoyl)amino]phenyl}-1-piperidinecarboxylate), FC(C(=O)O)(F)F (trifluoroacetic acid). Solvent: ClCCl (dichloromethane). Reaction conditions: time 10 minute. Yields the product O(C)C(=O)C1=C(NC(N(C1C1=CC(=C(C=C1)F)F)C(=O)NCCCC(NC1=CC(=CC=C1)C1CCNCC1)=O)=O)C (5-Methoxylcarbonyl-6-(3,4-Difluorophenyl)-4-Methyl-2-Oxo-N-{4-Oxo-4-[3-(4-Piperidinyl)Anilino]Butyl}-3,6-Dihydro-1(2H)-Pyrimidinecarboxamide). Yield: 28.4%. As a reaction SMILES: [O:1]([C:3]([C:5]1[CH:10]([C:11]2[CH:16]=[CH:15][C:14]([F:17])=[C:13]([F:18])[CH:12]=2)[N:9]([C:19]([NH:21][CH2:22][CH2:23][CH2:24][C:25]([NH:27][C:28]2[CH:29]=[C:30]([CH:34]3[CH2:39][CH2:38][N:37](C(OC(C)(C)C)=O)[CH2:36][CH2:35]3)[CH:31]=[CH:32][CH:33]=2)=[O:26])=[O:20])[C:8](=[O:47])[NH:7][C:6]=1[CH3:48])=[O:4])[CH3:2].FC(F)(F)C(O)=O>ClCCl>[O:1]([C:3]([C:5]1[CH:10]([C:11]2[CH:16]=[CH:15][C:14]([F:17])=[C:13]([F:18])[CH:12]=2)[N:9]([C:19]([NH:21][CH2:22][CH2:23][CH2:24][C:25](=[O:26])[NH:27][C:28]2[CH:33]=[CH:32][CH:31]=[C:30]([CH:34]3[CH2:39][CH2:38][NH:37][CH2:36][CH2:35]3)[CH:29]=2)=[O:20])[C:8](=[O:47])[NH:7][C:6]=1[CH3:48])=[O:4])[CH3:2]. Reported procedure: Into a solution of tert-butyl 4-{3-[(4-{[(5-Methoxylcarbonyl-6-(3,4-difluorophenyl)-4-methyl-2-oxo-3,6-dihydro-1(2H)-pyrimidinyl)carbonyl]amino}butanoyl)amino]phenyl}-1-piperidinecarboxylate (378 mg, 0.579 mmol) in dichloromethane (5.00 mL) at 0° C. was slowly added trifluoroacetic acid (659 mg, 5.79 mmol). The reaction mixture was stirred at room temperature for 10 min and concentrated in vacuo. The residue was dissolved in iso-PrOH/CHCl3 (1:3, 10 mL) and basified to pH 11 with 10% KOH solution... Starting materials: CC(=O)OCC(=O)Cl, C1CCOC1, C[Si](C)(C)[N-][Si](C)(C)C, CC1=CC(=O)OC(C)(C)O1, [Li+]. Yields the product CC(=O)OCC(=O)CC1=CC(=O)OC(C)(C)O1. RXN SMILES: [C:21]([CH3:22])(=[O:23])[O:24][CH2:25][C:26](=[O:27])[Cl:28].[CH2:29]1[O:30][CH2:31][CH2:32][CH2:33]1.[CH3:12][Si:13]([N-:14][Si:15]([CH3:16])([CH3:17])[CH3:18])([CH3:19])[CH3:20].[CH3:1][C:2]1([CH3:10])[O:3][C:4]([CH3:9])=[CH:5][C:6](=[O:8])[O:7]1.[Li+:11]>>[CH3:1][C:2]1([CH3:10])[O:3][C:4]([CH2:9][C:26]([CH2:25][O:24][C:21]([CH3:22])=[O:23])=[O:27])=[CH:5][C:6](=[O:8])[O:7]1.